Dataset: the Open Reaction Database (ORD), a public repository of structured organic reaction records. Task: describe an organic reaction: reactants, conditions, products, and yield Starting materials: O=C([O-])[O-], CCOC(=O)c1ccc(N)cc1, CN(C)P(=O)(N(C)C)N(C)C, FC(F)(F)CCCCCCCCCCCCCCCBr, [K+], [K+], O. Product: CCOC(=O)c1ccc(NCCCCCCCCCCCCCCCC(F)(F)F)cc1. Reaction SMILES: [C:33](=[O:34])([O-:35])[O-:36].[CH3:21][CH2:22][O:23][C:24](=[O:25])[c:26]1[cH:27][cH:28][c:29]([NH2:30])[cH:31][cH:32]1.[CH3:39][N:40]([P:41]([N:42]([CH3:43])[CH3:44])([N:45]([CH3:46])[CH3:47])=[O:48])[CH3:49].[F:1][C:2]([CH2:3][CH2:4][CH2:5][CH2:6][CH2:7][CH2:8][CH2:9][CH2:10][CH2:11][CH2:12][CH2:13][CH2:14][CH2:15][CH2:16][CH2:17][Br:18])([F:19])[F:20].[K+:37].[K+:38].[OH2:50]>>[F:1][C:2]([CH2:3][CH2:4][CH2:5][CH2:6][CH2:7][CH2:8][CH2:9][CH2:10][CH2:11][CH2:12][CH2:13][CH2:14][CH2:15][CH2:16][CH2:17][NH:30][c:29]1[cH:28][cH:27][c:26]([C:24]([O:23][CH2:22][CH3:21])=[O:25])[cH:32][cH:31]1)([F:19])[F:20]. The reactants are ClCCl, O=[N+]([O-])c1ccc(N2CCC(O)CC2)cc1. Yields the product O=C1CCN(c2ccc([N+](=O)[O-])cc2)CC1. As a reaction SMILES: [Cl:17][CH2:18][Cl:19].[N+:1](=[O:2])([O-:3])[c:4]1[cH:5][cH:6][c:7]([N:10]2[CH2:11][CH2:12][CH:13]([OH:16])[CH2:14][CH2:15]2)[cH:8][cH:9]1>>[N+:1](=[O:2])([O-:3])[c:4]1[cH:5][cH:6][c:7]([N:10]2[CH2:11][CH2:12][C:13](=[O:16])[CH2:14][CH2:15]2)[cH:8][cH:9]1. Reactants: C(C1=CC=CC=C1)ONC(C[C@@H](CCCC1CCCCC1)C=1OC(=C(N1)C(=O)O)C)=O (2-((1R)-1-{2-[(benzyloxy)amino]-2-oxoethyl}-4-cyclohexylbutyl)-5-methyl-1,3-oxazole-4-carboxylic acid), CN1CCOCC1 (N-methylmorpholine), O.ON1N=NC2=C1C=CC=C2 (1-hydroxybenzotriazole hydrate), Cl.CN(CCCN=C=NCC)C (1-(3-dimethylaminopropyl)-3-ethylcarbodiimide hydochloride), CN(CCN)C (N,N-dimethylethylenediamine). The solvent is ClCCl (dichloromethane), ClCCl (dichloromethane). Conditions: time 18 hour. Product: C(C1=CC=CC=C1)ONC(C[C@@H](CCCC1CCCCC1)C=1OC(=C(N1)C(=O)NCCN(C)C)C)=O (2-((1R)-1-{2-[(Benzyioxy)amino]-2-oxoethyl}4-cyclohexylbutyl)-N-[2-(dimethylamino)ethy]-5-methyl-1,3-oxazole-4-carboxamide). Yield: 92.2%. Reaction SMILES: [CH2:1]([O:8][NH:9][C:10](=[O:31])[CH2:11][C@H:12]([C:22]1[O:23][C:24]([CH3:30])=[C:25]([C:27]([OH:29])=O)[N:26]=1)[CH2:13][CH2:14][CH2:15][CH:16]1[CH2:21][CH2:20][CH2:19][CH2:18][CH2:17]1)[C:2]1[CH:7]=[CH:6][CH:5]=[CH:4][CH:3]=1.CN1CCOCC1.O.ON1C2C=CC=CC=2N=N1.Cl.CN(C)CCCN=C=NCC.[CH3:62][N:63]([CH3:67])[CH2:64][CH2:65][NH2:66]>ClCCl>[CH2:1]([O:8][NH:9][C:10](=[O:31])[CH2:11][C@H:12]([C:22]1[O:23][C:24]([CH3:30])=[C:25]([C:27]([NH:66][CH2:65][CH2:64][N:63]([CH3:67])[CH3:62])=[O:29])[N:26]=1)[CH2:13][CH2:14][CH2:15][CH:16]1[CH2:21][CH2:20][CH2:19][CH2:18][CH2:17]1)[C:2]1[CH:7]=[CH:6][CH:5]=[CH:4][CH:3]=1 |f:2.3,4.5|. Procedure details: A solution 2-((1R)-1-{2-[(benzyloxy)amino]-2-oxoethyl}-4-cyclohexylbutyl)-5-methyl-1,3-oxazole-4-carboxylic acid (Preparation 72) (200 mg, 0.47 mmol), N-methylmorpholine (77 l, 0.70 mmol), 1-hydroxybenzotriazole hydrate (63 mg, 0.47 mmol) and 1-(3-dimethylaminopropyl)-3-ethylcarbodiimide hydochloride (134 mg, 0.70 mmol) in dichloromethane (10 ml) was treated with N,N-dimethylethylenediamine (56 l, 0.51 mmol) and stirred at room temperature for 18 hours. The reaction mixture was diluted with dich... Starting materials: O=C(Cl)CCCCCCCBr, N#CCCCCNOCc1ccccc1, N#CCCCCN(OCc1ccccc1)C(=O)CCCCCl, CCCCCC, CCOC(C)=O, ClCCl, [Na+], [OH-]. Yields the product N#CCCCCN(OCc1ccccc1)C(=O)CCCCCCCBr. Reaction SMILES: [Br:16][CH2:17][CH2:18][CH2:19][CH2:20][CH2:21][CH2:22][CH2:23][C:24](=[O:25])[Cl:26].[CH2:1]([c:2]1[cH:3][cH:4][cH:5][cH:6][cH:7]1)[O:8][NH:9][CH2:10][CH2:11][CH2:12][CH2:13][C:14]#[N:15].[CH2:27]([O:28][N:29]([CH2:30][CH2:31][CH2:32][CH2:33][C:34]#[N:35])[C:36](=[O:37])[CH2:38][CH2:39][CH2:40][CH2:41][Cl:42])[c:43]1[cH:44][cH:45][cH:46][cH:47][cH:48]1.[CH3:49][CH2:50][CH2:51][CH2:52][CH2:53][CH3:54].[CH3:55][CH2:56][O:57][C:58]([CH3:59])=[O:60].[Cl:61][CH2:62][Cl:63].[Na+:65].[OH-:64]>>[CH2:1]([c:2]1[cH:3][cH:4][cH:5][cH:6][cH:7]1)[O:8][N:9]([CH2:10][CH2:11][CH2:12][CH2:13][C:14]#[N:15])[C:24]([CH2:23][CH2:22][CH2:21][CH2:20][CH2:19][CH2:18][CH2:17][Br:16])=[O:25]. The reactants are C(C)OC(C)=O.Cl (hydrogen chloride ethyl acetate), C(C)(C)(C)OC(NCCN(CC1=CC=NC=C1)CCCOC=1C=C2C=CC(N(C2=CC1)C)=O)=O ((2-{[3-(1-Methyl-2-oxo-1,2-dihydro-quinolin-6-yloxy)-propyl]-pyridin-4-ylmethyl-amino}-ethyl)-carbamic acid tert-butyl ester), CO.N (Ammonia methanol). Solvent: C(C)(=O)OCC (ethyl acetate). Conditions: time 8 hour. Yields the product NCCN(CC1=CC=NC=C1)CCCOC=1C=C2C=CC(N(C2=CC1)C)=O (6-{3-[(2-aminoethyl)-N-(pyridin-4-ylmethyl)amino]propoxy}-1-methyl-1H-quinolin-2-one). The yield is 79.6%. Reaction SMILES: C(OC(=O)C)C.Cl.C(OC(=O)[NH:14][CH2:15][CH2:16][N:17]([CH2:25][CH2:26][CH2:27][O:28][C:29]1[CH:30]=[C:31]2[C:36](=[CH:37][CH:38]=1)[N:35]([CH3:39])[C:34](=[O:40])[CH:33]=[CH:32]2)[CH2:18][C:19]1[CH:24]=[CH:23][N:22]=[CH:21][CH:20]=1)(C)(C)C.CO.N>C(OCC)(=O)C>[NH2:14][CH2:15][CH2:16][N:17]([CH2:25][CH2:26][CH2:27][O:28][C:29]1[CH:30]=[C:31]2[C:36](=[CH:37][CH:38]=1)[N:35]([CH3:39])[C:34](=[O:40])[CH:33]=[CH:32]2)[CH2:18][C:19]1[CH:20]=[CH:21][N:22]=[CH:23][CH:24]=1 |f:0.1,3.4|. Procedure details: A 4N-hydrogen chloride ethyl acetate solution (0.22 ml) was added to an ethyl acetate solution (3 ml) of (2-{[3-(1-Methyl-2-oxo-1,2-dihydro-quinolin-6-yloxy)-propyl]-pyridin-4-ylmethyl-amino}-ethyl)-carbamic acid tert-butyl ester (137 mg), and the mixture was stirred at room temperature overnight. 5N-Ammonia methanol solution (1 ml) was added to the reaction mixture, and the generated insoluble matter was separated by filtration. The filtrate was condensed under reduced pressure to give the titl...